From a dataset of the Open Reaction Database (ORD), a public repository of structured organic reaction records. describe an organic reaction: reactants, conditions, products, and yield Starting materials: CC1=CC=CC2=CC=CC=C12 (1-methylnaphthalene), C=O (formaldehyde), C1=C(C=CC2=CC=CC=C12)O (2-naphthol), S(O)(O)(=O)=O (sulfuric acid). Solvent: C(C)(=O)O (acetic acid). Reaction conditions: time 24 hour. Product: C1=CC=CC2=CC=CC=C12.C=O.C=1C=CC=2C(C1)=CC=CC2O (Naphthalene HCHO Naphthol). Reaction SMILES: C[C:2]1[C:11]2[C:6](=[CH:7][CH:8]=[CH:9][CH:10]=2)[CH:5]=[CH:4][CH:3]=1.C=[O:13].S(=O)(=O)(O)O.[CH:19]1[C:28]2[C:23](=[CH:24][CH:25]=[CH:26][CH:27]=2)[CH:22]=[CH:21][C:20]=1[OH:29]>C(O)(=O)C>[CH:10]1[C:11]2[C:6](=[CH:5][CH:4]=[CH:3][CH:2]=2)[CH:7]=[CH:8][CH:9]=1.[CH2:20]=[O:29].[CH:20]1[CH:21]=[CH:22][C:23]2[C:28](=[CH:27][CH:26]=[CH:25][C:24]=2[OH:13])[CH:19]=1 |f:5.6.7|. Procedure details: In a procedure analogous to that described in Example 1, 1-methylnaphthalene (142 g, 1 mol) was condensed with formaldehyde (170 mL, 2.25 mol) in acetic acid solvent (175 mL) using sulfuric acid (25 mL) catalysis. After reacting for 24 hours 2-naphthol (143 g, 1 mol) was added over 7 minutes. The reaction mass was heated under reflux an additional 5 hours and worked up as in Example 1. The results are shown in Table A. The reactants are CO, C=CC(C)(O)C#N, Cl, O. Product: C=CC(C)(O)C(=O)OC. Reaction SMILES: [CH3:9][OH:10].[CH:1](=[CH2:2])[C:3]([C:4]#[N:5])([OH:6])[CH3:7].[ClH:8].[OH2:11]>>[CH:1](=[CH2:2])[C:3]([C:4]([O:10][CH3:9])=[O:11])([OH:6])[CH3:7]. The reactants are CCCBr, COC(=O)c1cc(-c2ccc(OC)cc2)n[nH]c1=O. The product is CCCn1nc(-c2ccc(OC)cc2)cc(C(=O)OC)c1=O. As a reaction SMILES: [Br:20][CH2:21][CH2:22][CH3:23].[CH3:1][O:2][C:3](=[O:4])[c:5]1[c:6](=[O:19])[nH:7][n:8][c:9](-[c:11]2[cH:12][cH:13][c:14]([O:17][CH3:18])[cH:15][cH:16]2)[cH:10]1>>[CH3:1][O:2][C:3](=[O:4])[c:5]1[c:6](=[O:19])[n:7]([CH2:21][CH2:22][CH3:23])[n:8][c:9](-[c:11]2[cH:12][cH:13][c:14]([O:17][CH3:18])[cH:15][cH:16]2)[cH:10]1. Reactants: ClC1=C(C=CC=C1)/C=1/C(=O)OC(\C1)=O (2-(2-chlorophenyl)maleic anhydride), C1(CCCCC1)N (cyclohexylamine). The solvent is C(C)(=O)O (acetic acid). The product is C1(CCCCC1)N1C(C(=CC1=O)C1=C(C=CC=C1)Cl)=O (N-cyclohexyl-(2-chlorophenyl)maleimide). Isolated yield 52.0%. RXN SMILES: [Cl:1][C:2]1[CH:7]=[CH:6][CH:5]=[CH:4][C:3]=1[C:8]1[C:9]([O:11][C:12](=[O:14])[CH:13]=1)=O.[CH:15]1([NH2:21])[CH2:20][CH2:19][CH2:18][CH2:17][CH2:16]1>C(O)(=O)C>[CH:15]1([N:21]2[C:12](=[O:14])[CH:13]=[C:8]([C:3]3[CH:4]=[CH:5][CH:6]=[CH:7][C:2]=3[Cl:1])[C:9]2=[O:11])[CH2:20][CH2:19][CH2:18][CH2:17][CH2:16]1. Procedure details: To a solution of 2-(2-chlorophenyl)maleic anhydride (125.0 g) in acetic acid (1.2 1) is added cyclohexylamine (59.4 g) and the mixture is refluxed for 12 hours. The solvent is distilled off and the residue is dissolved in ethyl acetate (500 ml). This solution is successively washed with 5% hydrochloric acid (150 ml), sodium hydrogen carbonate solution (500 ml) and water (150 ml) and dried over magnesium sulfate. The solvent is distilled off and the residue is distilled off to give N-cyclohexyl-(...